Task: describe an organic reaction: reactants, conditions, products, and yield. Dataset: the Open Reaction Database (ORD), a public repository of structured organic reaction records Starting materials: C(C)OC(C1=CC(C(=O)N(CCC)C)=CC(=C1)CO)=O (5-hydroxymethyl-N-methyl-N-propyl-isophthalamic acid ethyl ester), CC(=O)OI1(C=2C=CC=CC2C(=O)O1)(OC(=O)C)OC(=O)C (Dess-Martin periodinane), C(C)OCC (diethyl ether), C([O-])(O)=O.[Na+] (sodium bicarbonate). The solvent is ClCCl (dichloromethane). Conditions: temperature 32 celsius, time 20 minute. Yields the product C(C)OC(C1=CC(C(=O)N(CCC)C)=CC(=C1)C=O)=O (5-Formyl-N-methyl-N-propyl-isophthalamic acid ethyl ester). Isolated yield 90.6%. Reaction SMILES: [CH2:1]([O:3][C:4](=[O:20])[C:5]1[CH:17]=[C:16]([CH2:18][OH:19])[CH:15]=[C:7]([C:8]([N:10]([CH3:14])[CH2:11][CH2:12][CH3:13])=[O:9])[CH:6]=1)[CH3:2].CC(OI1(OC(C)=O)(OC(C)=O)OC(=O)C2C=CC=CC1=2)=O.C(OCC)C.C(=O)(O)[O-].[Na+]>ClCCl>[CH2:1]([O:3][C:4](=[O:20])[C:5]1[CH:17]=[C:16]([CH:18]=[O:19])[CH:15]=[C:7]([C:8]([N:10]([CH3:14])[CH2:11][CH2:12][CH3:13])=[O:9])[CH:6]=1)[CH3:2] |f:3.4|. Reported procedure: Add a solution of 5-hydroxymethyl-N-methyl-N-propyl-isophthalamic acid ethyl ester (600 mg, 2.15 mmol) dropwise to a mixture of Dess-Martin periodinane (1.06 g, 2.5 mmol) in dichloromethane (6.5 mL). Stir the exothermic reaction mixture (32° C.) for 20 min without additional heat. To the reaction mixture add diethyl ether (12 mL) and saturated aqueous sodium bicarbonate (12 mL). Separate the layers and wash the aqueous layer with diethyl ether (2×12 mL). Combine the organics and wash with satura... Reactants: C(O)([O-])=O.[Na+] (sodium hydrogen carbonate), BrC1=NC=CC(=C1)CNC(C)C (N-[(2-bromopyridin-4-yl)methyl]propan-2-amine), FC1=CC=C(C=C1)B(O)O (4-fluorophenylboronic acid), C([O-])([O-])=O.[Cs+].[Cs+] (cesium carbonate). The reagents and catalysts are C=1C=CC(=CC1)[P](C=2C=CC=CC2)(C=3C=CC=CC3)[Pd]([P](C=4C=CC=CC4)(C=5C=CC=CC5)C=6C=CC=CC6)([P](C=7C=CC=CC7)(C=8C=CC=CC8)C=9C=CC=CC9)[P](C=1C=CC=CC1)(C=1C=CC=CC1)C=1C=CC=CC1 (tetrakis(triphenylphosphine)palladium). Solvent: C(C)(=O)OCC (ethyl acetate), O (water), C(C)O (ethanol), C1(=CC=CC=C1)C (toluene). Reaction conditions: temperature 150 celsius. The product is FC1=CC=C(C=C1)C1=NC=CC(=C1)CNC(C)C (N-{[2-(4-Fluorophenyl)pyridin-4-yl]methyl}propan-2-amine). Isolated yield 53.0%. Reaction SMILES: Br[C:2]1[CH:7]=[C:6]([CH2:8][NH:9][CH:10]([CH3:12])[CH3:11])[CH:5]=[CH:4][N:3]=1.[F:13][C:14]1[CH:19]=[CH:18][C:17](B(O)O)=[CH:16][CH:15]=1.C(=O)([O-])[O-].[Cs+].[Cs+].C(=O)([O-])O.[Na+]>C1C=CC([P]([Pd]([P](C2C=CC=CC=2)(C2C=CC=CC=2)C2C=CC=CC=2)([P](C2C=CC=CC=2)(C2C=CC=CC=2)C2C=CC=CC=2)[P](C2C=CC=CC=2)(C2C=CC=CC=2)C2C=CC=CC=2)(C2C=CC=CC=2)C2C=CC=CC=2)=CC=1.C(OCC)(=O)C.O.C(O)C.C1(C)C=CC=CC=1>[F:13][C:14]1[CH:19]=[CH:18][C:17]([C:2]2[CH:7]=[C:6]([CH2:8][NH:9][CH:10]([CH3:12])[CH3:11])[CH:5]=[CH:4][N:3]=2)=[CH:16][CH:15]=1 |f:2.3.4,5.6,^1:37,39,58,77|. Procedure details: A mixture of N-[(2-bromopyridin-4-yl)methyl]propan-2-amine (2.00 g), 4-fluorophenylboronic acid (1.34 g), cesium carbonate (4.26 g), tetrakis(triphenylphosphine)palladium (1.01 g), toluene (4.5 mL), ethanol (4.5 mL) and water (3.0 mL) was stirred under irradiation with microwave while heating at 150° C. for 30 min. Saturated aqueous sodium hydrogen carbonate solution and ethyl acetate were added to the reaction mixture, and the resulting mixture was then filtered through Celite and extracted wit... Starting materials: C(#N)C1=CN=C2N(C1=N)C=CC=C2C (3-cyano-4-imino-9-methyl-4H-pyrido[1,2-a]-pyrimidine), [N-]=[N+]=[N-].[Na+] (sodium azide), Cl (hydrochloric acid). Run in CN(C)P(=O)(N(C)C)N(C)C (HMPA). Run at temperature 70 celsius, time 3 hour. Product: CC=1C(=NC=CC1)NC=C(C#N)C1=NN=NN1 (3-(3-methyl-2-pyridyl)amino-2-(1H-tetrazol-5-yl)-2-propenonitrile). Isolated yield 79.0%. As a reaction SMILES: [C:1]([C:3]1[C:8](=[NH:9])[N:7]2[CH:10]=[CH:11][CH:12]=[C:13]([CH3:14])[C:6]2=[N:5][CH:4]=1)#[N:2].[N-:15]=[N+:16]=[N-:17].[Na+].Cl>CN(P(N(C)C)(N(C)C)=O)C>[CH3:14][C:13]1[C:6]([NH:5][CH:4]=[C:3]([C:8]2[NH:9][N:17]=[N:16][N:15]=2)[C:1]#[N:2])=[N:7][CH:10]=[CH:11][CH:12]=1 |f:1.2|. Procedure: To 100 ml of HMPA were added 10.0 g (54.3 mmoles) of 3-cyano-4-imino-9-methyl-4H-pyrido[1,2-a]-pyrimidine and 3.53 g (54.3 mmoles) of sodium azide, and the reaction was carried out with stirring at 70° C. for 3 hours. After cooling, the reaction mixture was neutralized with diluted hydrochloric acid, and the crystals precipitated were collected by filtration to obtain 9.8 9 of light-brown power of 3-(3-methyl-2-pyridyl)amino-2-(1H-tetrazol-5-yl)-2-propenonitrile. Yield: 79%. Starting materials: C(CCC)[Sn](CCCC)(CCCC)Cl (tributyltin chloride), CC=1C=NN(C1)C1OCCCC1 (4-methyl-1-(tetrahydro-2H-pyran-2-yl)-1H-pyrazole), O1CCCC1 (tetrahydrofuran), C(CCC)[Li] (n-butyllithium). The solvent is CCCCCC (hexane). Run at temperature -78 celsius, time 50 minute. Yields the product CC=1C=NN(C1[Sn](CCCC)(CCCC)CCCC)C1OCCCC1 (4-methyl-1-(tetrahydro-2H-pyran-2-yl)-5-(tributylstannyl)-1H-pyrazole). The yield is 73.8%. RXN SMILES: [CH3:1][C:2]1[CH:3]=[N:4][N:5]([CH:7]2[CH2:12][CH2:11][CH2:10][CH2:9][O:8]2)[CH:6]=1.O1CCCC1.C([Li])CCC.[CH2:23]([Sn:27](Cl)([CH2:32][CH2:33][CH2:34][CH3:35])[CH2:28][CH2:29][CH2:30][CH3:31])[CH2:24][CH2:25][CH3:26]>CCCCCC>[CH3:1][C:2]1[CH:3]=[N:4][N:5]([CH:7]2[CH2:12][CH2:11][CH2:10][CH2:9][O:8]2)[C:6]=1[Sn:27]([CH2:28][CH2:29][CH2:30][CH3:31])([CH2:32][CH2:33][CH2:34][CH3:35])[CH2:23][CH2:24][CH2:25][CH3:26]. Procedure: To a solution of 4-methyl-1-(tetrahydro-2H-pyran-2-yl)-1H-pyrazole (0.258 g, 1.55 mmol) in tetrahydrofuran (6 mL, 70 mmol) at −78° C. was added 2.5 M of n-butyllithium in hexane (0.80 mL). The reaction was stirred at −78° C. for 50 minutes, and then tributyltin chloride (0.60 mL, 2.2 mmol) was added. The reaction was kept at −78° C. for 2 hours and then quenched with saturated aqueous NH4Cl and warmed to room temperature. The reaction mixture was diluted with more water and extracted with ethyl ... The reactants are ClC1=CC(=CC=2N1N=C(N2)NC(C2=CN=CC=C2)=O)C(F)(F)F (N-[5-chloro-7-(trifluoromethyl)[1,2,4]triazolo[1,5-a]pyridin-2-yl]nicotinamide), C(C)(CC)N (sec-butylamine). Product: C(C)(CC)NC1=CC(=CC=2N1N=C(N2)NC(C2=CN=CC=C2)=O)C(F)(F)F (N-[5-(sec-butylamino)-7-(trifluoromethyl)[1,2,4]triazolo[1,5-a]pyridin-2-yl]nicotinamide). As a reaction SMILES: Cl[C:2]1[N:7]2[N:8]=[C:9]([NH:11][C:12](=[O:19])[C:13]3[CH:18]=[CH:17][CH:16]=[N:15][CH:14]=3)[N:10]=[C:6]2[CH:5]=[C:4]([C:20]([F:23])([F:22])[F:21])[CH:3]=1.[CH:24]([NH2:28])([CH2:26][CH3:27])[CH3:25]>>[CH:24]([NH:28][C:2]1[N:7]2[N:8]=[C:9]([NH:11][C:12](=[O:19])[C:13]3[CH:18]=[CH:17][CH:16]=[N:15][CH:14]=3)[N:10]=[C:6]2[CH:5]=[C:4]([C:20]([F:23])([F:22])[F:21])[CH:3]=1)([CH2:26][CH3:27])[CH3:25]. Procedure details: The title compound was prepared following procedure and work up described for example 85 but starting from N-[5-chloro-7-(trifluoromethyl)[1,2,4]triazolo[1,5-a]pyridin-2-yl]nicotinamide ((B7), 50 mg; 0.15 mmol; 1.0 eq.) and sec-butylamine (53.50 mg; 0.73 mmol; 5.0 eq.) as a white solid (4 mg, 7%). HPLC, Rt: 3.44 min. (purity 89.4%). LC/MS, M+(ESI): 379.1, M−(ESI): 377.0. The reactants are C(=O)([O-])C(O)C(O)C(=O)[O-].[Na+].[K+] (potassium sodium tartrate), FC1=CC=C(C=C1)C1=C(C(=NC(=C1C(=O)OCC)C(C)C)OC)C(=O)OC (3-Methyl 5-ethyl 4-(4-fluorophenyl)-6-isopropyl-2-methoxy-pyridine-3,5-dicarboxylate), solution, [H-].C(C(C)C)[Al+]CC(C)C (diisobutylaluminium hydride). Solvent: C1(=CC=CC=C1)C (toluene), C1(=CC=CC=C1)C (toluene). Reaction conditions: temperature -78 celsius, time 2 hour. Yields the product FC1=CC=C(C=C1)C1=C(C(=NC(=C1C(=O)OCC)C(C)C)OC)CO (Ethyl 4-(4-fluorophenyl)-3-hydroxymethyl-6-isopropyl-2-methoxy-pyridine-5-carboxylate). As a reaction SMILES: [F:1][C:2]1[CH:7]=[CH:6][C:5]([C:8]2[C:13]([C:14]([O:16][CH2:17][CH3:18])=[O:15])=[C:12]([CH:19]([CH3:21])[CH3:20])[N:11]=[C:10]([O:22][CH3:23])[C:9]=2[C:24](OC)=[O:25])=[CH:4][CH:3]=1.[H-].C([Al+]CC(C)C)C(C)C.C(C(C(C([O-])=O)O)O)([O-])=O.[Na+].[K+]>C1(C)C=CC=CC=1>[F:1][C:2]1[CH:3]=[CH:4][C:5]([C:8]2[C:13]([C:14]([O:16][CH2:17][CH3:18])=[O:15])=[C:12]([CH:19]([CH3:21])[CH3:20])[N:11]=[C:10]([O:22][CH3:23])[C:9]=2[CH2:24][OH:25])=[CH:6][CH:7]=1 |f:1.2,3.4.5|. Procedure: 1.48 g (3.95 mmol) of the compound from Example 5 are dissolved in 30 ml of toluene, the solution is cooled to -78° C. under nitrogen and 6.6 ml (10 mmol) of a 1.5 molar solution of diisobutylaluminium hydride in toluene are added dropwise at this temperature. The cooling bath is removed and the mixture is stirred at room temperature for 2 h. After hydrolysis using 20% strength aqueous potassium sodium tartrate solution, the organic phase is separated off, the aqueous phase is washed three times...